This data is from the Open Reaction Database (ORD), a public repository of structured organic reaction records. The task is: describe an organic reaction: reactants, conditions, products, and yield The reactants are CCO, [Cl-], N#Cc1c(N2CCCC(C(F)(F)F)C2)ccc([N+](=O)[O-])c1N, [NH4+]. Product: N#Cc1c(N2CCCC(C(F)(F)F)C2)ccc(N)c1N. RXN SMILES: [CH3:25][CH2:26][OH:27].[Cl-:23].[NH2:1][c:2]1[c:3]([C:4]#[N:5])[c:6]([N:13]2[CH2:14][CH:15]([C:19]([F:20])([F:21])[F:22])[CH2:16][CH2:17][CH2:18]2)[cH:7][cH:8][c:9]1[N+:10]([O-:11])=[O:12].[NH4+:24]>>[NH2:1][c:2]1[c:3]([C:4]#[N:5])[c:6]([N:13]2[CH2:14][CH:15]([C:19]([F:20])([F:21])[F:22])[CH2:16][CH2:17][CH2:18]2)[cH:7][cH:8][c:9]1[NH2:10].